This data is from the Open Reaction Database (ORD), a public repository of structured organic reaction records. The task is: describe an organic reaction: reactants, conditions, products, and yield Reactants: ClC1=CC2=C(COC(N2)=O)C=C1OCCCCSC1=CC=C(C=C1)C (7-chloro-6-[4-(4-methyl-phenylmercapto)-butoxy]-4H-3,1-benzoxazin-2-one), OO (hydrogen peroxide). The product is ClC1=CC2=C(COC(N2)=O)C=C1OCCCCS(=O)C1=CC=C(C=C1)C (7-Chloro-6-[4-(4-methyl-phenylsulfinyl)-butoxy]-4H-3,1-benzoxazin-2-one). RXN SMILES: [Cl:1][C:2]1[C:12]([O:13][CH2:14][CH2:15][CH2:16][CH2:17][S:18][C:19]2[CH:24]=[CH:23][C:22]([CH3:25])=[CH:21][CH:20]=2)=[CH:11][C:5]2[CH2:6][O:7][C:8](=[O:10])[NH:9][C:4]=2[CH:3]=1.[OH:26]O>>[Cl:1][C:2]1[C:12]([O:13][CH2:14][CH2:15][CH2:16][CH2:17][S:18]([C:19]2[CH:20]=[CH:21][C:22]([CH3:25])=[CH:23][CH:24]=2)=[O:26])=[CH:11][C:5]2[CH2:6][O:7][C:8](=[O:10])[NH:9][C:4]=2[CH:3]=1. Procedure: Prepared analogously to Example 2 from 7-chloro-6-[4-(4-methyl-phenylmercapto)-butoxy]-4H-3,1-benzoxazin-2-one and hydrogen peroxide. Starting materials: C=CCOCC(=O)OCC, C1CCOC1, [Li]CCCC, C=CC=O, CC(C)NC(C)C. Yields the product C=CCOC(C(=O)OCC)C(O)C=C. RXN SMILES: [CH2:13]([CH3:14])[O:15][C:16]([CH2:17][O:18][CH2:19][CH:20]=[CH2:21])=[O:22].[CH2:27]1[O:28][CH2:29][CH2:30][CH2:31]1.[CH3:1][CH2:2][CH2:3][CH2:4][Li:5].[CH:23](=[O:24])[CH:25]=[CH2:26].[CH:6]([NH:7][CH:8]([CH3:9])[CH3:10])([CH3:11])[CH3:12]>>[CH2:13]([CH3:14])[O:15][C:16]([CH:17]([O:18][CH2:19][CH:20]=[CH2:21])[CH:23]([OH:24])[CH:25]=[CH2:26])=[O:22]. The reactants are C(C1=CC=CC=C1)N1C(CN(CC1)CC1=CC=CC=C1)COC (1,4-Dibenzyl-2-(methoxymethyl)piperazine). The reagents and catalysts are [Pd] (palladium). Run in C(C)O (ethanol). Product: COCC1NCCNC1 (2-(methoxymethyl)piperazine). Yield: 84.5%. Reaction SMILES: C([N:8]1[CH2:13][CH2:12][N:11](CC2C=CC=CC=2)[CH2:10][CH:9]1[CH2:21][O:22][CH3:23])C1C=CC=CC=1>C(O)C.[Pd]>[CH3:23][O:22][CH2:21][CH:9]1[CH2:10][NH:11][CH2:12][CH2:13][NH:8]1. Reported procedure: 1,4-Dibenzyl-2-(methoxymethyl)piperazine (1.578 g, 5.08 mmol) and palladium (10% on carbon, 0.163 g, 1.53 mmol) in ethanol (50.8 ml) were stirred under an atmosphere of hydrogen at room temperature for 3 days. The reaction mixture was filtered through celite, washing with ethanol. The resulting mixture was evaporated to dryness to afford crude product. The crude product was purified by ion exchange chromatography, using a SCX column. The desired product was eluted from the column using 7M NH3/Me... Starting materials: Cl (hydrochloric acid), ClC1=C(C=C(C(=O)OC(C)C)C=C1)[N+](=O)[O-] (i-propyl 4-chloro-3-nitrobenzoate), BrC=1C=C(N)C=CC1 (3-bromoaniline), C([O-])([O-])=O.[K+].[K+] (potassium carbonate). Run in CN1C(CCC1)=O (N-methyl-2-pyrrolidone). Run at temperature 150 celsius. Product: BrC=1C=C(C=CC1)NC1=C(C=C(C(=O)OC(C)C)C=C1)[N+](=O)[O-] (i-Propyl 4-(3-bromophenyl)amino-3-nitrobenzoate). Yield: 62.9%. Reaction SMILES: Cl[C:2]1[CH:13]=[CH:12][C:5]([C:6]([O:8][CH:9]([CH3:11])[CH3:10])=[O:7])=[CH:4][C:3]=1[N+:14]([O-:16])=[O:15].[Br:17][C:18]1[CH:19]=[C:20]([CH:22]=[CH:23][CH:24]=1)[NH2:21].C(=O)([O-])[O-].[K+].[K+].Cl>CN1CCCC1=O>[Br:17][C:18]1[CH:19]=[C:20]([NH:21][C:2]2[CH:13]=[CH:12][C:5]([C:6]([O:8][CH:9]([CH3:11])[CH3:10])=[O:7])=[CH:4][C:3]=2[N+:14]([O-:16])=[O:15])[CH:22]=[CH:23][CH:24]=1 |f:2.3.4|. Procedure details: A mixture of i-propyl 4-chloro-3-nitrobenzoate (25.88 g, 0.11 mol), 3-bromoaniline (17.36 ml, 0.16 mol) and potassium carbonate (14.63 g, 0.11 mol) in N-methyl-2-pyrrolidone (25 ml) is heated to 150° C. for 3 days. After cooling the mixture is poured into diluted hydrochloric acid (300 ml, 1 M). The precipitate is filtered off, washed with water and dried (37.4 g). This crude product is washed with hot 2-propanol to afford pure 24 (26.25 g, 65%). Mp 162-165° C. Starting materials: CCCCCCn1cc(I)c(C)c([N+](=O)[O-])c1=O, C1CCOC1, CCOC(C)=O, [Cl-], [Li+], CCCC[Sn](CCCC)(CCCC)c1ccccc1. Yields the product CCCCCCn1cc(-c2ccccc2)c(C)c([N+](=O)[O-])c1=O. As a reaction SMILES: [CH2:3]([CH2:4][CH2:5][CH2:6][CH2:7][CH3:8])[n:9]1[c:10](=[O:20])[c:11]([N+:17](=[O:18])[O-:19])[c:12]([CH3:16])[c:13]([I:15])[cH:14]1.[CH2:40]1[O:41][CH2:42][CH2:43][CH2:44]1.[CH3:45][CH2:46][O:47][C:48](=[O:49])[CH3:50].[Cl-:2].[Li+:1].[c:21]1([Sn:27]([CH2:28][CH2:29][CH2:30][CH3:31])([CH2:32][CH2:33][CH2:34][CH3:35])[CH2:36][CH2:37][CH2:38][CH3:39])[cH:22][cH:23][cH:24][cH:25][cH:26]1>>[CH2:3]([CH2:4][CH2:5][CH2:6][CH2:7][CH3:8])[n:9]1[c:10](=[O:20])[c:11]([N+:17](=[O:18])[O-:19])[c:12]([CH3:16])[c:13](-[c:21]2[cH:22][cH:23][cH:24][cH:25][cH:26]2)[cH:14]1. The reactants are CCOC(C)=O, CC[SiH](CC)CC, CCCCCC, O=C(O)C(F)(F)F, O, O=C(c1ccc(O)cc1)c1ccccc1S. Yields the product Oc1ccc(Cc2ccccc2S)cc1. RXN SMILES: [C:32]([O:33][CH2:34][CH3:35])(=[O:36])[CH3:37].[CH2:17]([SiH:18]([CH2:19][CH3:20])[CH2:21][CH3:22])[CH3:23].[CH3:38][CH2:39][CH2:40][CH2:41][CH2:42][CH3:43].[F:24][C:25]([F:26])([F:27])[C:28]([OH:29])=[O:30].[OH2:31].[OH:1][c:2]1[cH:3][cH:4][c:5]([C:8](=[O:9])[c:10]2[c:11]([SH:16])[cH:12][cH:13][cH:14][cH:15]2)[cH:6][cH:7]1>>[OH:1][c:2]1[cH:3][cH:4][c:5]([CH2:8][c:10]2[c:11]([SH:16])[cH:12][cH:13][cH:14][cH:15]2)[cH:6][cH:7]1. The reactants are CC1=CC=C(C=C1)C(C(C)C)=O (1-(4-methylphenyl)-2-methyl-1-propanone), Cl.NO (hydroxylamine hydrochloride), Cl (hydrochloric acid), [OH-].[Na+] (sodium hydroxide). Run in O (water), C(C)O (ethanol). Conditions: time 4 hour. The product is CC1=CC=C(C=C1)C(C(C)C)=NO (1-(4-methylphenyl)-2-methyl-1-propanone oxime). Reaction SMILES: [CH3:1][C:2]1[CH:7]=[CH:6][C:5]([C:8](=O)[CH:9]([CH3:11])[CH3:10])=[CH:4][CH:3]=1.Cl.[NH2:14][OH:15].[OH-].[Na+].Cl>O.C(O)C>[CH3:1][C:2]1[CH:7]=[CH:6][C:5]([C:8](=[N:14][OH:15])[CH:9]([CH3:11])[CH3:10])=[CH:4][CH:3]=1 |f:1.2,3.4|. Reported procedure: 3.2 g of 5A, 7.4 g of hydroxylamine hydrochloride, 40 ml of ethanol and 80 ml of water were mixed. 4.4 g of sodium hydroxide was added to the stirred mixture at room temperature. The mixture was stirred for 4 hours at reflux temperature, cooled, poured into cold dilute hydrochloric acid and extracted with methylene chloride. The extract was dried (MgSO4) and stripped of solvent and the product was chromatographed (silica gel, methylene chloride/ether) to give 1-(4-methylphenyl)-2-methyl-1-propan...